This data is from the Open Reaction Database (ORD), a public repository of structured organic reaction records. The task is: describe an organic reaction: reactants, conditions, products, and yield Starting materials: OC(C[C@@]1(CCN(C(O1)=O)[C@@H](C)C1=CC=C(C=C1)B1OC(C(O1)(C)C)(C)C)C1=CC=CC=C1)(C)C ((S)-6-(2-hydroxy-2-methylpropyl)-6-phenyl-3-{(S)-1-[4-(4,4,5,5-tetramethyl-1,3,2-dioxaborolan-2-yl)phenyl]-ethyl}-1,3-oxazinan-2-one), BrC=1C=CC(=NC1)C1(CCCCC1)C(=O)N (1-(5-bromo-pyridin-2-yl)-cyclohexanecarboxylic acid amide). Yields the product OC(C[C@@]1(CCN(C(O1)=O)[C@@H](C)C1=CC=C(C=C1)C=1C=CC(=NC1)C1(CCCCC1)C(=O)N)C1=CC=CC=C1)(C)C (1-[5-(4-{(S)-1-[(S)-6-(2-Hydroxy-2-methyl-propyl)-2-oxo-6-phenyl-[1,3]oxazinan-3-yl]-ethyl}-phenyl)-pyridin-2-yl]-cyclohexanecarboxylic acid amide). Yield: 58.0%. Reaction SMILES: [OH:1][C:2]([CH3:35])([CH3:34])[CH2:3][C@@:4]1([C:28]2[CH:33]=[CH:32][CH:31]=[CH:30][CH:29]=2)[O:9][C:8](=[O:10])[N:7]([C@H:11]([C:13]2[CH:18]=[CH:17][C:16](B3OC(C)(C)C(C)(C)O3)=[CH:15][CH:14]=2)[CH3:12])[CH2:6][CH2:5]1.Br[C:37]1[CH:38]=[CH:39][C:40]([C:43]2([C:49]([NH2:51])=[O:50])[CH2:48][CH2:47][CH2:46][CH2:45][CH2:44]2)=[N:41][CH:42]=1>>[OH:1][C:2]([CH3:34])([CH3:35])[CH2:3][C@@:4]1([C:28]2[CH:33]=[CH:32][CH:31]=[CH:30][CH:29]=2)[O:9][C:8](=[O:10])[N:7]([C@H:11]([C:13]2[CH:14]=[CH:15][C:16]([C:37]3[CH:38]=[CH:39][C:40]([C:43]4([C:49]([NH2:51])=[O:50])[CH2:48][CH2:47][CH2:46][CH2:45][CH2:44]4)=[N:41][CH:42]=3)=[CH:17][CH:18]=2)[CH3:12])[CH2:6][CH2:5]1. Procedure details: The title compound was prepared from (S)-6-(2-hydroxy-2-methylpropyl)-6-phenyl-3-{(S)-1-[4-(4,4,5,5-tetramethyl-1,3,2-dioxaborolan-2-yl)phenyl]-ethyl}-1,3-oxazinan-2-one and 1-(5-bromo-pyridin-2-yl)-cyclohexanecarboxylic acid amide following a procedure analogous to that described in Example 1. Yield: 58% of theory; LC (method 1): tR=2.08 min; Mass spectrum (ESI+): m/z=556 [M+H]+. The reactants are Brc1c[nH]cn1, Cc1cc(-c2ccc(Cl)c(Cl)c2)nc(Cl)n1. Yields the product Cc1cc(-c2ccc(Cl)c(Cl)c2)nc(-n2cnc(Br)c2)n1. RXN SMILES: [Br:17][c:18]1[n:19][cH:20][nH:21][cH:22]1.[Cl:1][c:2]1[n:3][c:4]([CH3:16])[cH:5][c:6](-[c:8]2[cH:9][c:10]([Cl:15])[c:11]([Cl:14])[cH:12][cH:13]2)[n:7]1>>[c:2]1(-[n:21]2[cH:20][n:19][c:18]([Br:17])[cH:22]2)[n:3][c:4]([CH3:16])[cH:5][c:6](-[c:8]2[cH:9][c:10]([Cl:15])[c:11]([Cl:14])[cH:12][cH:13]2)[n:7]1. Starting materials: Cc1nc2cc3c(cc2o1)CCNCC3, Cn1c(SCCCCl)nnc1-c1ccc(F)c(F)c1. Yields the product Cc1nc2cc3c(cc2o1)CCN(CCCSc1nnc(-c2ccc(F)c(F)c2)n1C)CC3, Cl. Reaction SMILES: [CH3:1][c:2]1[o:3][c:4]2[cH:5][c:6]3[c:7]([cH:13][c:14]2[n:15]1)[CH2:8][CH2:9][NH:10][CH2:11][CH2:12]3.[Cl:16][CH2:17][CH2:18][CH2:19][S:20][c:21]1[n:22][n:23][c:24](-[c:27]2[cH:28][c:29]([F:34])[c:30]([F:33])[cH:31][cH:32]2)[n:25]1[CH3:26]>>[CH3:1][c:2]1[o:3][c:4]2[cH:5][c:6]3[c:7]([cH:13][c:14]2[n:15]1)[CH2:8][CH2:9][N:10]([CH2:17][CH2:18][CH2:19][S:20][c:21]1[n:22][n:23][c:24](-[c:27]2[cH:28][c:29]([F:34])[c:30]([F:33])[cH:31][cH:32]2)[n:25]1[CH3:26])[CH2:11][CH2:12]3.[ClH:16]. The reactants are ClCC1=C(C=C(C(=C1)OCCCCCC)CO)OCCCCCC (1-Chloromethyl-2,5-dihexyloxy-4-benzenemethanol), [C-]#N.[Na+] (sodium cyanide), O (water). Solvent: CN(C)C=O (DMF). The product is C(CCCCC)OC1=C(C=C(C(=C1)CO)OCCCCCC)CC#N (2,5-Dihexyloxy-4-(hydroxymethyl)-benzeneacetonitrile). The yield is 88.5%. Reaction SMILES: Cl[CH2:2][C:3]1[CH:8]=[C:7]([O:9][CH2:10][CH2:11][CH2:12][CH2:13][CH2:14][CH3:15])[C:6]([CH2:16][OH:17])=[CH:5][C:4]=1[O:18][CH2:19][CH2:20][CH2:21][CH2:22][CH2:23][CH3:24].[C-:25]#[N:26].[Na+].O>CN(C=O)C>[CH2:19]([O:18][C:4]1[CH:5]=[C:6]([CH2:16][OH:17])[C:7]([O:9][CH2:10][CH2:11][CH2:12][CH2:13][CH2:14][CH3:15])=[CH:8][C:3]=1[CH2:2][C:25]#[N:26])[CH2:20][CH2:21][CH2:22][CH2:23][CH3:24] |f:1.2|. Reported procedure: A solution of the chloride (31) (1.52 g) and sodium cyanide (0.22 g) in DMF (50 ml) was stirred at 60° C. for 3 h. It was poured into water (100ml), and extracted with ether -hexane (1:1, 150 ml ). The organic fraction was washed with water, dried (MgSO4) and the solvent evaporated to give an oil, which was crystallised from hexane (80 ml) to give (32), (1.31 g, 88%), as needles, m.p 63°-66° C., Found C. 73.0, 9.7, N 3.8, C21H33NO3 requires C 72.6, 9.6, N 4.0%!; vmax (KBr)/cm-1 3334 m, 2250 m, 1... The reactants are CCOC(C)=O, CC(C)(Oc1ccc([N+](=O)[O-])cc1Cl)c1ccccn1. Product: CC(C)(Oc1ccc(N)cc1Cl)c1ccccn1. As a reaction SMILES: [CH3:21][CH2:22][O:23][C:24](=[O:25])[CH3:26].[Cl:1][c:2]1[c:3]([O:4][C:5]([CH3:6])([CH3:7])[c:8]2[n:9][cH:10][cH:11][cH:12][cH:13]2)[cH:14][cH:15][c:16]([N+:18]([O-:19])=[O:20])[cH:17]1>>[Cl:1][c:2]1[c:3]([O:4][C:5]([CH3:6])([CH3:7])[c:8]2[n:9][cH:10][cH:11][cH:12][cH:13]2)[cH:14][cH:15][c:16]([NH2:18])[cH:17]1. Starting materials: NC=1C(=NSC1C(=O)N)C1=CC=CC=C1 (4-amino-3-phenyl-5-isothiazolecarboxamide), N(=O)[O-].[Na+] (sodium nitrite). The solvent is C(C)(=O)O (acetic acid), Cl (hydrochloric acid), O (water). Conditions: time 8 hour. Product: C1(=CC=CC=C1)C1=NSC2=C1N=NNC2=O (7-phenylisothiazolo[4,5-d]-1,2,3-triazin-4(3H)-one). Isolated yield 71.3%. RXN SMILES: [NH2:1][C:2]1[C:3]([C:10]2[CH:15]=[CH:14][CH:13]=[CH:12][CH:11]=2)=[N:4][S:5][C:6]=1[C:7]([NH2:9])=[O:8].[N:16]([O-])=O.[Na+]>C(O)(=O)C.Cl.O>[C:10]1([C:3]2[C:2]3[N:1]=[N:16][NH:9][C:7](=[O:8])[C:6]=3[S:5][N:4]=2)[CH:11]=[CH:12][CH:13]=[CH:14][CH:15]=1 |f:1.2|. Reported procedure: 219 mg of 4-amino-3-phenyl-5-isothiazolecarboxamide in 7.2 ml of glacial acetic acid and 4 ml of concentrated hydrochloric acid were stirred at 0° C. during the addition of a solution of 80 mg of sodium nitrite in 1.2 ml of water. The mixture was held at below room temperature overnight and the precipitated product was filtered off and recrystallized from methanol to give 164 mg of 7-phenylisothiazolo[4,5-d]-1,2,3-triazin-4(3H)-one. A sample recrystallized from aqueous methanol melted at 179°-18...